describe an organic reaction: reactants, conditions, products, and yield From a dataset of the Open Reaction Database (ORD), a public repository of structured organic reaction records. Reactants: ClC1=CC=C(C(=O)OCC)C=C1 (ethyl p-chlorobenzoate), CC[O-].[Na+] (sodium ethylate), Cl.NC(C(=O)O)CC1C(NC2=CC=CC=C12)=O (2-amino-3-(oxindol-3-yl)propionic acid hydrochloride). Solvent: C(C)O (ethanol). Product: ClC1=CC=C(C(=O)NC(C(=O)O)CC2C(NC3=CC=CC=C23)=O)C=C1 (2-(4-chlorobenzoylamino)-3-(oxindol-3-yl)propionic acid). Yield: 9.8%. RXN SMILES: [Cl:1][C:2]1[CH:12]=[CH:11][C:5]([C:6]([O:8]CC)=O)=[CH:4][CH:3]=1.CC[O-].[Na+].Cl.[NH2:18][CH:19]([CH2:23][CH:24]1[C:32]2[C:27](=[CH:28][CH:29]=[CH:30][CH:31]=2)[NH:26][C:25]1=[O:33])[C:20]([OH:22])=[O:21]>C(O)C>[Cl:1][C:2]1[CH:3]=[CH:4][C:5]([C:6]([NH:18][CH:19]([CH2:23][CH:24]2[C:32]3[C:27](=[CH:28][CH:29]=[CH:30][CH:31]=3)[NH:26][C:25]2=[O:33])[C:20]([OH:22])=[O:21])=[O:8])=[CH:11][CH:12]=1 |f:1.2,3.4|. Procedure details: In 100 ml of ethanol, 1.66 g of ethyl p-chlorobenzoate, 0.5 g of sodium ethylate and 1.98 g of 2-amino-3-(oxindol-3-yl)propionic acid hydrochloride prepared in Reference example 1 were added, then the mixture was placed in an autoclave, and reacted under 110 atmospheric pressure at 140°-150° C. for 6 hours. After cooling, the reaction mixture was concentrated under a reduced pressure, the residue was dissolved in 200 ml of chloroform, then the chloroform solution was washed with 1% potassium car... Reactants: CC(C)(C)OC(=O)NCc1ccc(Nc2ncc(Sc3ccnc(C(=O)O)c3F)s2)nc1, CCN=C=NCCCN(C)C, CN1CCCC1=O, CCN(C(C)C)C(C)C, CCCC(O)(CN)c1ccccc1, O, On1nnc2ccccc21. Yields the product CCCC(O)(CNC(=O)c1nccc(Sc2cnc(Nc3ccc(CNC(=O)OC(C)(C)C)cn3)s2)c1F)c1ccccc1. As a reaction SMILES: [C:1]([CH3:2])([CH3:3])([CH3:4])[O:5][C:6](=[O:7])[NH:8][CH2:9][c:10]1[cH:11][cH:12][c:13]([NH:16][c:17]2[s:18][c:19]([S:22][c:23]3[c:24]([F:32])[c:25]([C:29](=[O:30])[OH:31])[n:26][cH:27][cH:28]3)[cH:20][n:21]2)[n:14][cH:15]1.[CH3:56][CH2:57][N:58]=[C:59]=[N:60][CH2:61][CH2:62][CH2:63][N:64]([CH3:65])[CH3:66].[CH3:76][N:77]1[CH2:78][CH2:79][CH2:80][C:81]1=[O:82].[CH:67]([N:68]([CH:69]([CH3:70])[CH3:71])[CH2:72][CH3:73])([CH3:74])[CH3:75].[NH2:33][CH2:34][C:35]([CH2:36][CH2:37][CH3:38])([OH:39])[c:40]1[cH:41][cH:42][cH:43][cH:44][cH:45]1.[OH2:83].[OH:46][n:47]1[c:48]2[c:49]([cH:50][cH:51][cH:52][cH:53]2)[n:54][n:55]1>>[C:1]([CH3:2])([CH3:3])([CH3:4])[O:5][C:6](=[O:7])[NH:8][CH2:9][c:10]1[cH:11][cH:12][c:13]([NH:16][c:17]2[s:18][c:19]([S:22][c:23]3[c:24]([F:32])[c:25]([C:29](=[O:30])[NH:33][CH2:34][C:35]([CH2:36][CH2:37][CH3:38])([OH:39])[c:40]4[cH:41][cH:42][cH:43][cH:44][cH:45]4)[n:26][cH:27][cH:28]3)[cH:20][n:21]2)[n:14][cH:15]1.